This data is from the Open Reaction Database (ORD), a public repository of structured organic reaction records. The task is: describe an organic reaction: reactants, conditions, products, and yield Reactants: BrC1=C2C(=NC3=CC=C(C=C13)O)C1=CC=C(C=C1OC2)O (7-bromo-3,9-dihydroxy-6H-chromeno[4,3-b]quinoline), COC1=CC=C(C=C1)B(O)O (4-methoxyphenylboronic acid), C23H17NO4. Yields the product OC1=CC=C2C(=C1)OCC=1C2=NC2=CC=C(C=C2C1C1=CC=C(C=C1)OC)O (3,9-DIHYDROXY-7-(4-METHOXYPHENYL)-6H-CHROMENO[4,3-b]QUINOLINE). Yield: 84.0%. As a reaction SMILES: Br[C:2]1[C:11]2[C:6](=[CH:7][CH:8]=[C:9]([OH:12])[CH:10]=2)[N:5]=[C:4]2[C:13]3[C:18]([O:19][CH2:20][C:3]=12)=[CH:17][C:16]([OH:21])=[CH:15][CH:14]=3.[CH3:22][O:23][C:24]1[CH:29]=[CH:28][C:27](B(O)O)=[CH:26][CH:25]=1>>[OH:21][C:16]1[CH:17]=[C:18]2[O:19][CH2:20][C:3]3[C:4](=[N:5][C:6]4[C:11]([C:2]=3[C:27]3[CH:28]=[CH:29][C:24]([O:23][CH3:22])=[CH:25][CH:26]=3)=[CH:10][C:9]([OH:12])=[CH:8][CH:7]=4)[C:13]2=[CH:14][CH:15]=1. Procedure details: This compound was prepared from 7-bromo-3,9-dihydroxy-6H-chromeno[4,3-b]quinoline (7) using 4-methoxyphenylboronic acid according to method M. Yellow powder; Yield: 84%; mp 195° C. (dec.); 1H-NMR (400 MHz, DMSOd-6) δ 3.87 (s, 3H), 5.03 (s, 2H), 6.36 (d, J=2.2 Hz, 1H), 6.60 (dd, J=8.5, 2.5 Hz, 1H), 6.73 (d, J=8.6 2.6 Hz, 1H), 7.16 (d, J=8.6 Hz, 2H), 7.24 (dd, J=9.0, 2.6 Hz, 1H), 7.30 (d, J=8.6 Hz, 2H), 7.89 (d, J=9.0 Hz, 1H), 8.15 (d, J=8.6 Hz, 1H), 9.80 (s, 1H), 9.98 (s, 1H); MS (ESI) m/z 370 ([... The reactants are N#CCCl, Oc1ccc(Cl)cc1C1OCCO1, [K+], [K+], O=C([O-])[O-], CN(C)C=O, O. The product is N#CCOc1ccc(Cl)cc1C1OCCO1. RXN SMILES: [Cl:1][CH2:2][C:3]#[N:4].[Cl:5][c:6]1[cH:7][c:8]([CH:13]2[O:14][CH2:15][CH2:16][O:17]2)[c:9]([OH:12])[cH:10][cH:11]1.[K+:18].[K+:19].[O-:20][C:21]([O-:22])=[O:23].[O:25]=[CH:26][N:27]([CH3:28])[CH3:29].[OH2:24]>>[CH2:2]([C:3]#[N:4])[O:12][c:9]1[c:8]([CH:13]2[O:14][CH2:15][CH2:16][O:17]2)[cH:7][c:6]([Cl:5])[cH:11][cH:10]1. Reactants: C(O)([O-])=O.[Na+] (sodium hydrogen carbonate), Cl (Hydrogen chloride), C(C)OC(=O)C1=C(SC=C1C1=CC=CC=C1)N (2-amino-4-phenylthiophene-3-carboxylic acid ethyl ester), ClCC#N (chloroacetonitrile). The solvent is O1CCOCC1 (1,4-dioxane), O (water). Conditions: time 18 hour. Yields the product ClCC=1NC(C2=C(N1)SC=C2C2=CC=CC=C2)=O (2-chloromethyl-5-phenyl-3H-thieno[2,3-d]pyrimidin-4-one). The yield is 66.8%. RXN SMILES: Cl.C(O[C:5]([C:7]1[C:11]([C:12]2[CH:17]=[CH:16][CH:15]=[CH:14][CH:13]=2)=[CH:10][S:9][C:8]=1[NH2:18])=[O:6])C.[Cl:19][CH2:20][C:21]#[N:22].C(=O)([O-])O.[Na+]>O1CCOCC1.O>[Cl:19][CH2:20][C:21]1[NH:22][C:5](=[O:6])[C:7]2[C:11]([C:12]3[CH:13]=[CH:14][CH:15]=[CH:16][CH:17]=3)=[CH:10][S:9][C:8]=2[N:18]=1 |f:3.4|. Reported procedure: Hydrogen chloride gas was bubbled through a stirred solution of 2-amino-4-phenylthiophene-3-carboxylic acid ethyl ester (4.94 g, 0.02 mol) and chloroacetonitrile (1.4 ml, 0.022 mol) in anhydrous 1,4-dioxane (60 ml) for about 4 hours. A thick suspension formed initially which slowly dissolved. The mixture was stirred at ambient temperature for 18 hours before being poured into water (250 ml) and basified (pH 8) by the addition of sodium hydrogen carbonate. The supernatant was then decanted to lea...